Dataset: the Open Reaction Database (ORD), a public repository of structured organic reaction records. Task: describe an organic reaction: reactants, conditions, products, and yield Reactants: S1C=NC=C1C=O (5-thiazolecarboxaldehyde), C(C)(=O)OC(C)=O (acetic anhydride), C1=CN=C2N1C1=C(NC2=O)C=2C=CC=CC2C1 (5H,10H-imidazo[1,2-a]indeno[1,2-e]pyrazin-4-one), C(C)(=O)[O-].[NH4+] (ammonium acetate). Reaction SMILES: [S:1]1[C:5]([CH:6]=O)=[CH:4][N:3]=[CH:2]1.[CH:8]1[N:12]2[C:13]3[CH2:24][C:23]4[CH:22]=[CH:21][CH:20]=[CH:19][C:18]=4[C:14]=3[NH:15][C:16](=[O:17])[C:11]2=[N:10][CH:9]=1.C([O-])(=O)C.[NH4+].C(OC(=O)C)(=O)C>>[S:1]1[C:5]([CH:6]=[C:24]2[C:13]3[N:12]4[CH:8]=[CH:9][N:10]=[C:11]4[C:16](=[O:17])[NH:15][C:14]=3[C:18]3[CH:19]=[CH:20][CH:21]=[CH:22][C:23]2=3)=[CH:4][N:3]=[CH:2]1 |f:2.3|. Procedure: The process is performed as in Example 92 but starting with 0.45 g of 5-thiazolecarboxaldehyde, 0.45 g of 5H,10H-imidazo[1,2-a]indeno[1,2-e]pyrazin-4-one, 0.2 g of ammonium acetate and 4 ml of acetic anhydride. 0.35 g of 10-(5-thiazolylmethylene)-5H,10H-imidazo[1,2-a]indeno[1,2-e]pyrazin-4-one is obtained in the form of a dark red solid melting above 260° C. (Analysis, % calculated C: 64.14, H: 3.17, N: 17.60, O: 5.03, S: 10.07, % found C: 64.2, N: 17.2, S: 9.7). Isolated yield 54.5%. Yields the product S1C=NC=C1C=C1C=2C=CC=CC2C=2NC(C=3N(C21)C=CN3)=O (10-(5-thiazolylmethylene)-5H,10H-imidazo[1,2-a]indeno[1,2-e]pyrazin-4-one). Starting materials: ClC1=CC=C(C=C1)C1=NOC2(C1CCC(C2)C(=O)OCC)N2CCCC2 (ethyl 3-(4-chlorophenyl)-3a,4,5,6,7,7a-hexahydro-7a -pyrrolidino-1,2-benzisoxazole-6-carboxylate). Run in Cl (hydrochloric acid). Run at time 1 hour. Product: ClC1=CC=C(C=C1)C1=NOC2=C1CCC(C2)C(=O)O (3-(4-chlorophenyl)-4,5,6,7-tetrahydro-1,2-benzisoxazole-6-carboxylic acid). Isolated yield 52.9%. RXN SMILES: [Cl:1][C:2]1[CH:7]=[CH:6][C:5]([C:8]2[CH:12]3[CH2:13][CH2:14][CH:15]([C:17]([O:19]CC)=[O:18])[CH2:16][C:11]3(N3CCCC3)[O:10][N:9]=2)=[CH:4][CH:3]=1>Cl>[Cl:1][C:2]1[CH:3]=[CH:4][C:5]([C:8]2[C:12]3[CH2:13][CH2:14][CH:15]([C:17]([OH:19])=[O:18])[CH2:16][C:11]=3[O:10][N:9]=2)=[CH:6][CH:7]=1. Reported procedure: A solution of 0.59 g of ethyl 3-(4-chlorophenyl)-3a,4,5,6,7,7a-hexahydro-7a -pyrrolidino-1,2-benzisoxazole-6-carboxylate (mixture of two diastereoisomers) in 25 ml of 2N hydrochloric acid was heated under reflux for 4 hours. After 1 hour, 0.332 g of a crystalline acid separated out. Crystallization from ethyl acetate/toluene gave 0.23 g of 3-(4-chlorophenyl)-4,5,6,7-tetrahydro-1,2-benzisoxazole-6-carboxylic acid of melting point 227°-228° C. Reactants: [OH-].[Na+] (sodium hydroxide), resultant mixture, Cl (hydrochloric acid), C(C)OC(C(O)C1C(N(C2=C(C(O1)C1=C(C=CC=C1)Cl)C=C(C=C2)Cl)C(C)C)=O)=O ((3RS,5SR,αSR)-7-chloro-5-(2-chlorophenyl)-1-isopropyl-2-oxo-1,2,3,5-tetrahydro-4,1-benzoxazepine-3-glycolic acid ethyl ester). The solvent is C(C)O (ethanol). Reaction conditions: time 20 minute. Product: ClC=1C=CC2=C(C(OC(C(N2C(C)C)=O)C(C(=O)O)O)C2=C(C=CC=C2)Cl)C1 ((3RS,5SR,αSR)-7-chloro-5-(2-chlorophenyl)-1-isopropyl-2-oxo-1,2,3,5-tetrahydro-4,1-benzoxazepine-3-glycolic acid). The yield is 92.4%. As a reaction SMILES: C([O:3][C:4](=[O:30])[CH:5]([CH:7]1[O:13][CH:12]([C:14]2[CH:19]=[CH:18][CH:17]=[CH:16][C:15]=2[Cl:20])[C:11]2[CH:21]=[C:22]([Cl:25])[CH:23]=[CH:24][C:10]=2[N:9]([CH:26]([CH3:28])[CH3:27])[C:8]1=[O:29])[OH:6])C.[OH-].[Na+].Cl>C(O)C>[Cl:25][C:22]1[CH:23]=[CH:24][C:10]2[N:9]([CH:26]([CH3:28])[CH3:27])[C:8](=[O:29])[CH:7]([CH:5]([OH:6])[C:4]([OH:30])=[O:3])[O:13][CH:12]([C:14]3[CH:19]=[CH:18][CH:17]=[CH:16][C:15]=3[Cl:20])[C:11]=2[CH:21]=1 |f:1.2|. Procedure details: In ethanol (8 ml) was dissolved (3RS,5SR,αSR)-7-chloro-5-(2-chlorophenyl)-1-isopropyl-2-oxo-1,2,3,5-tetrahydro-4,1-benzoxazepine-3-glycolic acid ethyl ester (0.3 g) obtained in Example 1. To the solution was added 1N sodium hydroxide (2 ml), and the mixture was left standing for 20 minutes at room temperature. To the resultant mixture was added 1N hydrochloric acid (50 ml) to make the solution acid, followed by extraction with ethyl acetate (50 ml). The extract solution was washed with water, dr... The reactants are C(=O)O (Formic acid), N1C=C(C2=CC=CC=C12)C[C@H](CNC(CCC1=C(C=CC=C1)OC)=O)NC(C1=CC=CC=C1)(C1=CC=CC=C1)C1=CC=CC=C1 ((R)-3-(1 H-indol-3-yl)-1-[N-(2-methoxybenzyl)acetylamino]-2-(N-triphenylmethylamino)propane). Solvent: C(Cl)Cl (methylene chloride). Reaction conditions: time 4 hour. Product: N[C@@H](CNC(CCC1=C(C=CC=C1)OC)=O)CC1=CNC2=CC=CC=C12 ((R)-2-amino-3-(1 H-indol-3-yl)-1-[N-(2-methoxybenzyl)acetylamino]propane). The yield is 90.0%. As a reaction SMILES: C(O)=O.[NH:4]1[C:12]2[C:7](=[CH:8][CH:9]=[CH:10][CH:11]=2)[C:6]([CH2:13][C@@H:14]([NH:29]C(C2C=CC=CC=2)(C2C=CC=CC=2)C2C=CC=CC=2)[CH2:15][NH:16][C:17](=[O:28])[CH2:18][CH2:19][C:20]2[CH:25]=[CH:24][CH:23]=[CH:22][C:21]=2[O:26][CH3:27])=[CH:5]1>C(Cl)Cl>[NH2:29][C@H:14]([CH2:13][C:6]1[C:7]2[C:12](=[CH:11][CH:10]=[CH:9][CH:8]=2)[NH:4][CH:5]=1)[CH2:15][NH:16][C:17](=[O:28])[CH2:18][CH2:19][C:20]1[CH:25]=[CH:24][CH:23]=[CH:22][C:21]=1[O:26][CH3:27]. Procedure: Formic acid (9.0 ml, 238.540 mmol) was added to a stirring solution of (R)-3-(1 H-indol-3-yl)-1-[N-(2-methoxybenzyl)acetylamino]-2-(N-triphenylmethylamino)propane (14.11 g, 23.763 mmol) in anhydrous methylene chloride under a nitrogen atmosphere at 0° C. After 4 hours, the reaction mixture was concentrated to an oil on a rotary evaporator and redissolved in diethyl ether and 1.0 N hydrochloric acid. The aqueous layer was washed twice with diethyl ether and basified with sodium hydroxide to a pH ... The reactants are CC(=O)O[BH-](OC(C)=O)OC(C)=O, O=C([O-])[O-], c1ccc(CC2CCNCC2)cc1, ClC(Cl)Cl, ClCCCl, [Na+], [Na+], [Na+], CC(=O)CCc1nc2ccccc2n1CCC#N. The product is CC(CCc1nc2ccccc2n1CCC#N)N1CCC(Cc2ccccc2)CC1. Reaction SMILES: [C:36]([O:37][BH-:38]([O:39][C:40](=[O:41])[CH3:42])[O:43][C:44](=[O:45])[CH3:46])(=[O:47])[CH3:48].[C:54](=[O:55])([O-:56])[O-:57].[CH2:1]([c:2]1[cH:3][cH:4][cH:5][cH:6][cH:7]1)[CH:8]1[CH2:9][CH2:10][NH:11][CH2:12][CH2:13]1.[CH:50]([Cl:51])([Cl:52])[Cl:53].[Cl:32][CH2:33][CH2:34][Cl:35].[Na+:49].[Na+:58].[Na+:59].[O:14]=[C:15]([CH2:16][CH2:17][c:18]1[n:19][c:20]2[c:21]([n:22]1[CH2:23][CH2:24][C:25]#[N:26])[cH:27][cH:28][cH:29][cH:30]2)[CH3:31]>>[CH2:1]([c:2]1[cH:3][cH:4][cH:5][cH:6][cH:7]1)[CH:8]1[CH2:9][CH2:10][N:11]([CH:15]([CH2:16][CH2:17][c:18]2[n:19][c:20]3[c:21]([n:22]2[CH2:23][CH2:24][C:25]#[N:26])[cH:27][cH:28][cH:29][cH:30]3)[CH3:31])[CH2:12][CH2:13]1.